From a dataset of the Open Reaction Database (ORD), a public repository of structured organic reaction records. describe an organic reaction: reactants, conditions, products, and yield The reactants are C1(=CC=CC=C1)C1CCCCC1 (phenylcyclohexane), ClS(=O)(=O)O (chlorosulfonic acid), [Cl-].[NH4+] (ammonium chloride). Run in C(Cl)Cl (methylene chloride). Run at temperature 5 celsius, time 1 hour. Yields the product C1(CCCCC1)C1=CC=C(C=C1)S(=O)(=O)Cl (4-Cyclohexyl-benzenesulfonyl chloride). RXN SMILES: [C:1]1([CH:7]2[CH2:12][CH2:11][CH2:10][CH2:9][CH2:8]2)[CH:6]=[CH:5][CH:4]=[CH:3][CH:2]=1.[Cl:13][S:14](O)(=[O:16])=[O:15].[Cl-].[NH4+]>C(Cl)Cl>[CH:1]1([C:7]2[CH:12]=[CH:11][C:10]([S:14]([Cl:13])(=[O:16])=[O:15])=[CH:9][CH:8]=2)[CH2:6][CH2:5][CH2:4][CH2:3][CH2:2]1 |f:2.3|. Procedure: A solution of 10.6 ml of phenylcyclohexane in 100 ml of methylene chloride was added at 5° C. within 30 minutes to 13.8 ml of chlorosulfonic acid. The mixture was stirred at 5° C. for 1 hour, poured into 400 ml of a 20% ammonium chloride solution and extracted twice with 300 ml of methylene chloride each time. The organic phases were combined, dried with magnesium sulphate and the solvent was removed on a rotary evaporator. 13.6 g of 4-cyclohexyl-benzenesulfonyl chloride separated as a reddish o... Starting materials: N1C(CCC1)=O (pyrrolidin-2-one), C1(CC1)C=1C=C(C(=NC1)N1CCN(CC1)C(=O)C1=CC=C(C=C1)I)C ([4-(5-cyclopropyl-3-methylpyridin-2-yl)piperazin-1-yl](4-iodophenyl)methanone). Yields the product C1(CC1)C=1C=C(C(=NC1)N1CCN(CC1)C(=O)C1=CC=C(C=C1)N1C(CCC1)=O)C (1-{4-[4-(5-cyclopropyl-3-methylpyridin-2-yl)piperazine-1-carbonyl]phenyl}pyrrolidin-2-one). Reported procedure: Using pyrrolidin-2-one (94 mg) and [4-(5-cyclopropyl-3-methylpyridin-2-yl)piperazin-1-yl](4-iodophenyl)methanone (447 mg) described in Preparation Example 117 and by the reaction and treatment in the same manner as in Example 1, the title compound (246 mg) was obtained. RXN SMILES: [NH:1]1[CH2:5][CH2:4][CH2:3][C:2]1=[O:6].[CH:7]1([C:10]2[CH:11]=[C:12]([CH3:31])[C:13]([N:16]3[CH2:21][CH2:20][N:19]([C:22]([C:24]4[CH:29]=[CH:28][C:27](I)=[CH:26][CH:25]=4)=[O:23])[CH2:18][CH2:17]3)=[N:14][CH:15]=2)[CH2:9][CH2:8]1>>[CH:7]1([C:10]2[CH:11]=[C:12]([CH3:31])[C:13]([N:16]3[CH2:21][CH2:20][N:19]([C:22]([C:24]4[CH:29]=[CH:28][C:27]([N:1]5[CH2:5][CH2:4][CH2:3][C:2]5=[O:6])=[CH:26][CH:25]=4)=[O:23])[CH2:18][CH2:17]3)=[N:14][CH:15]=2)[CH2:8][CH2:9]1. Yield: 60.9%.